This data is from the Open Reaction Database (ORD), a public repository of structured organic reaction records. The task is: describe an organic reaction: reactants, conditions, products, and yield Reactants: BrC1=C(C=O)C(=CC=C1)Br (2,6-dibromobenzaldehyde), C(C)(C)(C)C=1C=C2C=NNC(C2=CC1)=O (6-tert-butyl-2H-phthalazin-1-one), C([O-])([O-])=O.[Cs+].[Cs+] (cesium carbonate), COC1=CC=NC2=C3N=CC=C(C3=CC=C12)OC (4,7-dimethoxy-1,10-phenanthroline). Reagents/catalysts: [Cu]I (copper(I) iodide). Run in O1CCOCC1 (dioxane). Run at time 18 hour. Yields the product BrC1=C(C=O)C(=CC=C1)N1C(C2=CC=C(C=C2C=N1)C(C)(C)C)=O (2-Bromo-6-(6-tert-butyl-1-oxo-1H-phthalazin-2-yl)-benzaldehyde). Yield: 69.1%. Reaction SMILES: Br[C:2]1[CH:9]=[CH:8][CH:7]=[C:6]([Br:10])[C:3]=1[CH:4]=[O:5].[C:11]([C:15]1[CH:16]=[C:17]2[C:22](=[CH:23][CH:24]=1)[C:21](=[O:25])[NH:20][N:19]=[CH:18]2)([CH3:14])([CH3:13])[CH3:12].C(=O)([O-])[O-].[Cs+].[Cs+].COC1C2C(=C3C(=CC=2)C(OC)=CC=N3)N=CC=1>[Cu]I.O1CCOCC1>[Br:10][C:6]1[CH:7]=[CH:8][CH:9]=[C:2]([N:20]2[N:19]=[CH:18][C:17]3[C:22](=[CH:23][CH:24]=[C:15]([C:11]([CH3:13])([CH3:12])[CH3:14])[CH:16]=3)[C:21]2=[O:25])[C:3]=1[CH:4]=[O:5] |f:2.3.4|. Procedure details: 5.90 g (22.4 mmol) of 2,6-dibromobenzaldehyde, 1.80 g (8.90 mmol) of 6-tert-butyl-2H-phthalazin-1-one, 6.02 g (18.5 mmol) of cesium carbonate, 179 mg (0.940 mmol) of copper(I) iodide, and 428 mg (1.87 mmol) of 4,7-dimethoxy-1,10-phenanthroline were weighed into a 100 mL reaction flask fitted with a stir bar and septum cap. Added 50 mL of anhydrous dioxane. Purged the reaction mixture with nitrogen for 15 min. Stirred at 100° for 18 h. Partitioned the reaction mixture between 200 mL of 10% MeOH/C... Starting materials: [N+](=O)([O-])C1=CC=C2CCCN(C2=C1)C(C(F)(F)F)=O (7-nitro-1-trifluoroacetyl-1,2,3,4-tetrahydroquinoline). The reagents and catalysts are [Pd] (palladium on charcoal). Solvent: CO (methanol). Run at time 24 hour. Yields the product NC1=CC=C2CCCN(C2=C1)C(C(F)(F)F)=O (7-Amino-1-trifluoroacetyl-1,2,3,4-tetrahydroquinoline). Isolated yield 96.0%. As a reaction SMILES: [N+:1]([C:4]1[CH:13]=[C:12]2[C:7]([CH2:8][CH2:9][CH2:10][N:11]2[C:14](=[O:19])[C:15]([F:18])([F:17])[F:16])=[CH:6][CH:5]=1)([O-])=O>[Pd].CO>[NH2:1][C:4]1[CH:13]=[C:12]2[C:7]([CH2:8][CH2:9][CH2:10][N:11]2[C:14](=[O:19])[C:15]([F:18])([F:16])[F:17])=[CH:6][CH:5]=1. Procedure details: A mixture of 7-nitro-1-trifluoroacetyl-1,2,3,4-tetrahydroquinoline (D4) (1.51 g, 5.5 mmol) and 10% palladium on charcoal (150 mg, 54% water) in methanol (80 ml) was hydrogenated at atmospheric pressure and ambient temperature for 24 h. The catalyst was removed by filtration and was washed with further methanol. The combined filtrated and washings were concentrated in vacuo to give the title compound as a pale orange solid (1.29 g). 1H NMR (250 MHz, CDCl3) δ (ppm): 7.05 (br, 1H), 6.95 (d, 1H), 6.... Starting materials: C(C=C)(=O)OCCCC (n-butyl acrylate), C(C)(C)[Si](N1C=CC=C1)(C(C)C)C(C)C (1-(triisopropylsilyl)-1H-pyrrole), C(C1=CC=CC=C1)(=O)OOC(C)(C)C (tert-butyl peroxybenzoate). The reagents and catalysts are C(C)(=O)[O-].[Pd+2].C(C)(=O)[O-] (Palladium(II) acetate). Solvent: C(C)OCC (diethyl ether), O (water), C(C)(=O)O.O1CCOCC1.CS(=O)C (acetic acid dioxane dimethylsulfoxide). Conditions: temperature 35 celsius, time 24 hour. The product is C(C)(C)[Si](N1C=C(C=C1)/C=C/C(=O)OCCCC)(C(C)C)C(C)C ((E)-butyl 3-[1-(triisopropylsilyl)-1H-pyrrol-3-yl]acrylate). The yield is 133.5%. RXN SMILES: [C:1]([O:5][CH2:6][CH2:7][CH2:8][CH3:9])(=[O:4])[CH:2]=[CH2:3].[CH:10]([Si:13]([CH:22]([CH3:24])[CH3:23])([CH:19]([CH3:21])[CH3:20])[N:14]1[CH:18]=[CH:17][CH:16]=[CH:15]1)([CH3:12])[CH3:11].C(OOC(C)(C)C)(=O)C1C=CC=CC=1>C(O)(=O)C.O1CCOCC1.CS(C)=O.C(OCC)C.O.C([O-])(=O)C.[Pd+2].C([O-])(=O)C>[CH:22]([Si:13]([CH:10]([CH3:12])[CH3:11])([CH:19]([CH3:21])[CH3:20])[N:14]1[CH:18]=[CH:17][C:16](/[CH:3]=[CH:2]/[C:1]([O:5][CH2:6][CH2:7][CH2:8][CH3:9])=[O:4])=[CH:15]1)([CH3:24])[CH3:23] |f:3.4.5,8.9.10|. Procedure details: Palladium(II) acetate (0.05 equiv.) was added to a solution of n-butyl acrylate (0.27 mL, 1.5 mmol, 0.50 equiv.), 1-(triisopropylsilyl)-1H-pyrrole (1.34 g, 3.00 mmol), and tert-butyl peroxybenzoate (0.56 mL, 1.5 mmol, 0.50 equiv.), in acetic acid/dioxane/dimethylsulfoxide (0.23/0.69/0.08 mL). The mixture was stirred at 35° C. for 24 h, diluted with diethyl ether (200 mL) and water (20 mL), and filtered through a plug of celite. The organic phase was separated and washed with saturated NaHCO3 sol... Reactants: COC=1C=C(C=CC1OC)N1CCNCC1 (1-(3,4-dimethoxyphenyl)piperazine), C1(=C(C=CC=C1)CN1CCN(CC1)C1=CC=CC=C1)C1=CC=CC=C1 (1-(biphenyl-2-ylmethyl)-4-phenylpiperazine), C1(=CC(=CC=C1)C=O)C1=CC=CC=C1 (biphenyl-3-carbaldehyde), [BH-](OC(=O)C)(OC(=O)C)OC(=O)C.[Na+] (NaBH(OAc)3). Yields the product C1(=CC(=CC=C1)CN1CCN(CC1)C1=CC(=C(C=C1)OC)OC)C1=CC=CC=C1 (1-(biphenyl-3-ylmethyl)-4-(3,4-dimethoxyphenyl)piperazine). Reaction SMILES: [CH3:1][O:2][C:3]1[CH:4]=[C:5]([N:11]2[CH2:16][CH2:15][NH:14][CH2:13][CH2:12]2)[CH:6]=[CH:7][C:8]=1[O:9][CH3:10].[C:17]1([C:25]2[CH:30]=[CH:29][CH:28]=[CH:27][CH:26]=2)[CH:22]=[CH:21][CH:20]=[C:19]([CH:23]=O)[CH:18]=1.[BH-](OC(C)=O)(OC(C)=O)OC(C)=O.[Na+].C1(C2C=CC=CC=2)C=CC=CC=1CN1CCN(C2C=CC=CC=2)CC1>>[C:17]1([C:25]2[CH:26]=[CH:27][CH:28]=[CH:29][CH:30]=2)[CH:22]=[CH:21][CH:20]=[C:19]([CH2:23][N:14]2[CH2:13][CH2:12][N:11]([C:5]3[CH:6]=[CH:7][C:8]([O:9][CH3:10])=[C:3]([O:2][CH3:1])[CH:4]=3)[CH2:16][CH2:15]2)[CH:18]=1 |f:2.3|. Procedure details: 166.8 mg of the target compound (0.43 mmol, 78.0%) was obtained using 1-(3,4-dimethoxyphenyl)piperazine (244.5 mg, 1.10 mmol), biphenyl-3-carbaldehyde (100 mg, 0.55 mmol) and NaBH(OAc)3 (355 mg, 1.65 mmol) according to the synthesis method of Compound 1. Reactants: NC=1C=CC2=C(CCOC(N2C)=O)C1 (2-Amino-5-methyl-8,9-dihydro-5H-7-oxa-5-aza-benzocyclohepten-6-one), C([O-])([O-])=O (Carbonate), ClC(=O)OCC1C2=CC=CC=C2C=2C=CC=CC12 (9-Fluorenylmethyl chloroformate), ClC(=O)OCC1C2=CC=CC=C2C=2C=CC=CC12 (9-Fluorenylmethyl chloroformate), NC1=CC=CC=C1 (aniline), C12(C(=O)CC(CC1)C2(C)C)CS(=O)(=O)O (10-Camphorsulfonic acid), NC=1C=CC2=C(CCOC(N2C)=O)C1 (2-Amino-5-methyl-8,9-dihydro-5H-7-oxa-5-aza-benzocyclohepten-6-one), C(C=C)OC1=C(C(=CC(=C1)N1CCOCC1)F)NC1=NC(=NC=C1Cl)Cl ((2-Allyloxy-6-fluoro-4-morpholin-4-yl-phenyl)-(2,5-dichloro-pyrimidin-4-yl)-amine), C([O-])(O)=O.[Na+] (sodium bicarbonate), NC=1C=CC2=C(CCOC(N2C)=O)C1 (2-Amino-5-methyl-8,9-dihydro-5H-7-oxa-5-aza-benzocyclohepten-6-one). Solvent: CCOC(=O)C (EtOAc), O (water), O1CCOCC1 (dioxane), C(C)(C)O (Isopropyl alcohol). The product is C(C=C)OC1=C(C(=CC(=C1)N1CCOCC1)F)NC1=NC(=NC=C1Cl)NC=1C=CC2=C(CCOC(N2C)=O)C1 (2-[4-(2-Allyloxy-6-fluoro-4-morpholin-4-yl-phenylamino)-5-chloro-pyrimidin-2-ylamino]-5-methyl-8,9-dihydro-5H-7-oxa-5-aza-benzocyclohepten-6-one). As a reaction SMILES: C12(CS(O)(=O)=O)C(C)(C)C(CC1)CC2=O.[NH2:16][C:17]1[CH:18]=[CH:19][C:20]2[N:26]([CH3:27])[C:25](=[O:28])[O:24][CH2:23][CH2:22][C:21]=2[CH:29]=1.[CH2:30]([O:33][C:34]1[CH:39]=[C:38]([N:40]2[CH2:45][CH2:44][O:43][CH2:42][CH2:41]2)[CH:37]=[C:36]([F:46])[C:35]=1[NH:47][C:48]1[C:53]([Cl:54])=[CH:52][N:51]=[C:50](Cl)[N:49]=1)[CH:31]=[CH2:32].C(=O)([O-])[O-].C(=O)(O)[O-].[Na+].ClC(OCC1C2C=CC=CC=2C2C1=CC=CC=2)=O.NC1C=CC=CC=1>C(O)(C)C.O1CCOCC1.CCOC(C)=O.O>[CH2:30]([O:33][C:34]1[CH:39]=[C:38]([N:40]2[CH2:45][CH2:44][O:43][CH2:42][CH2:41]2)[CH:37]=[C:36]([F:46])[C:35]=1[NH:47][C:48]1[C:53]([Cl:54])=[CH:52][N:51]=[C:50]([NH:16][C:17]2[CH:18]=[CH:19][C:20]3[N:26]([CH3:27])[C:25](=[O:28])[O:24][CH2:23][CH2:22][C:21]=3[CH:29]=2)[N:49]=1)[CH:31]=[CH2:32] |f:4.5|. Procedure details: 10-Camphorsulfonic acid (3.4 mg, 0.015 mmol), 2-Amino-5-methyl-8,9-dihydro-5H-7-oxa-5-aza-benzocyclohepten-6-one (28 mg, 0.15 mmol), and (2-Allyloxy-6-fluoro-4-morpholin-4-yl-phenyl)-(2,5-dichloro-pyrimidin-4-yl)-amine (59 mg, 0.15 mmol) in Isopropyl alcohol (3 mL) was irradiated in a CEM microwave (120° C., 30 min). The solution was neutralized by the addition of MP-Carbonate (2.69 mmol/g loading; 0.10 g, 0.269 mmol), filtered and conc. in vacuo. The resultant oil was chromatographed (ISCO, 12 ... Procedure details: A stirred mixture of pyridine (15.5 kg) and piperidine (0.72 kg) were heated to 90° C. Malonic acid (17.6 kg) was added, followed by slow addition, over 50 minutes, of 3,4-difluorobenzaldehyde (12.0 kg). The reaction mixture was stirred at 90° C. for a further 4 hours and 36 minutes. Water (58.5 kg) was added and 32 litres of the pyridine/water mixture then was distilled out of the reactor under reduced pressure. The reaction mixture was acidified to pH 1 with 37% hydrochloric acid (6.4 kg) over... Run in O (Water). Reaction conditions: temperature 90 celsius, time 36 minute. Yields the product FC=1C=C(C=CC1F)/C=C/C(=O)O ((E)-3-(3,4-difluorophenyl)-2-propenoic Acid). Starting materials: FC=1C=C(C=O)C=CC1F (3,4-difluorobenzaldehyde), N1=CC=CC=C1 (pyridine), N1CCCCC1 (piperidine), C(CC(=O)O)(=O)O (Malonic acid). Reaction SMILES: N1C=CC=CC=1.N1CCCCC1.[C:13](O)(=O)[CH2:14][C:15]([OH:17])=[O:16].[F:20][C:21]1[CH:22]=[C:23]([CH:26]=[CH:27][C:28]=1[F:29])C=O>O>[F:20][C:21]1[CH:22]=[C:23](/[CH:13]=[CH:14]/[C:15]([OH:17])=[O:16])[CH:26]=[CH:27][C:28]=1[F:29]. The yield is 88.1%. Starting materials: CS(=O)(=O)c1ccc(OC2CCCC2)c(C(=O)O)c1, N#Cc1cnc(N2CCNCC2)s1. The product is CS(=O)(=O)c1ccc(OC2CCCC2)c(C(=O)N2CCN(c3ncc(C#N)s3)CC2)c1. Reaction SMILES: [CH:1]1([O:6][c:7]2[c:8]([C:9](=[O:10])[OH:11])[cH:12][c:13]([S:16](=[O:17])(=[O:18])[CH3:19])[cH:14][cH:15]2)[CH2:2][CH2:3][CH2:4][CH2:5]1.[N:20]1([c:26]2[s:27][c:28]([C:31]#[N:32])[cH:29][n:30]2)[CH2:21][CH2:22][NH:23][CH2:24][CH2:25]1>>[CH:1]1([O:6][c:7]2[c:8]([C:9](=[O:11])[N:23]3[CH2:22][CH2:21][N:20]([c:26]4[s:27][c:28]([C:31]#[N:32])[cH:29][n:30]4)[CH2:25][CH2:24]3)[cH:12][c:13]([S:16](=[O:17])(=[O:18])[CH3:19])[cH:14][cH:15]2)[CH2:2][CH2:3][CH2:4][CH2:5]1. Starting materials: FC(C1(C(F)(F)O1)F)(F)F (hexafluoropropylene oxide), [F-].[K+] (potassium fluoride). Product: C(F)(F)(F)C(F)(F)C(=O)F (CF3CF2COF). RXN SMILES: [F:1][C:2]([F:10])([F:9])[C:3]1([F:8])[O:7][C:4]1([F:6])F.[F-:11].[K+]>>[C:2]([C:3]([C:4]([F:6])=[O:7])([F:8])[F:11])([F:10])([F:9])[F:1] |f:1.2|. Reported procedure: CF3CF2COF (b.p. -28° C.) is prepared by flowing hexafluoropropylene oxide through a stainless steel reactor tube containing active carbon carrying 3% by weight of potassium fluoride kept at 150° C. Reactants: C(=O)(C(F)(F)F)O (TFA), OS(=O)(=O)C(F)(F)F (triflicacid), C(C)[Mg]Br (ethylmagnesium bromide), COC1=CC=C(CN(C2=NC(=NC(=N2)C)C=2C(=NC=C(C#N)C2)NC=2C=NC(=C(C2)F)OC)CC2=CC=C(C=C2)OC)C=C1 (5-(4-(bis(4-methoxybenzyl)amino)-6-methyl-1,3,5-triazin-2-yl)-6-(5-fluoro-6-methoxypyridin-3-ylamino)nicotinonitrile), B(F)(F)F.CCOCC (boron trifluoride diethyl etherate), [OH-].[Na+] (NaOH). The reagents and catalysts are C(C)(C)O[Ti](OC(C)C)(OC(C)C)OC(C)C (tetraisopropoxytitanium). The solvent is C1CCOC1 (THF), C1CCOC1 (THF). Conditions: time 30 minute. Product: NC(CC)(CC)C=1C=C(C(=NC1)NC=1C=NC(=C(C1)F)OC)C1=NC(=NC(=N1)C)N (4-(5-(3-aminopentan-3-yl)-2-(5-fluoro-6-methoxypyridin-3-ylamino)pyridin-3-yl)-6-methyl-1,3,5-triazin-2-amine). Yield: 12.6%. As a reaction SMILES: COC1C=CC(C[N:8](CC2C=CC(OC)=CC=2)[C:9]2[N:14]=C(C)[N:12]=[C:11]([C:16]3[C:17]([NH:24][C:25]4[CH:26]=[N:27][C:28]([O:32][CH3:33])=[C:29]([F:31])[CH:30]=4)=[N:18][CH:19]=[C:20]([CH:23]=3)[C:21]#[N:22])[N:10]=2)=CC=1.[CH2:45]([Mg]Br)[CH3:46].B(F)(F)F.[CH3:53][CH2:54]OCC.[C:58](O)([C:60](F)(F)F)=O.OS(C(F)(F)F)(=O)=O.[OH-].[Na+]>C1COCC1.C(O[Ti](OC(C)C)(OC(C)C)OC(C)C)(C)C>[NH2:22][C:21]([C:20]1[CH:23]=[C:16]([C:11]2[N:12]=[C:45]([CH3:46])[N:14]=[C:9]([NH2:8])[N:10]=2)[C:17]([NH:24][C:25]2[CH:26]=[N:27][C:28]([O:32][CH3:33])=[C:29]([F:31])[CH:30]=2)=[N:18][CH:19]=1)([CH2:58][CH3:60])[CH2:53][CH3:54] |f:2.3,6.7|. Reported procedure: To a slurry of 5-(4-(bis(4-methoxybenzyl)amino)-6-methyl-1,3,5-triazin-2-yl)-6-(5-fluoro-6-methoxypyridin-3-ylamino)nicotinonitrile (Example 143, 0.205 g, 0.346 mmol) in 7 mL THF at 0° C. was added tetraisopropoxytitanium (0.122 mL, 0.415 mmol) followed by ethylmagnesium bromide 1.0 M in THF (2.214 mL, 2.214 mmol). The reaction became dark brown. After 30 min, boron trifluoride diethyl etherate (0.210 mL, 1.660 mmol) was added. The reaction was warmed to ambient temperature, and after 15 min, qu... Starting materials: C(C)(=O)OC1=CC=C(C=C1)C(C)Br (4-(1-bromoethyl)phenyl acetate), CC=1NC2=CC=C(C=C2C1C)C(=O)OCC=C (allyl 2,3-dimethyl-1H-indole-5-carboxylate). Yields the product OC1=CC=C(C=C1)C(C)N1C(=C(C2=CC(=CC=C12)C(=O)OCC=C)C)C (Allyl 1-(1-(4-hydroxyphenyl)ethyl)-2,3-dimethyl-1H-indole-5-carboxylate). Reaction SMILES: C([O:4][C:5]1[CH:10]=[CH:9][C:8]([CH:11](Br)[CH3:12])=[CH:7][CH:6]=1)(=O)C.[CH3:14][C:15]1[NH:16][C:17]2[C:22]([C:23]=1[CH3:24])=[CH:21][C:20]([C:25]([O:27][CH2:28][CH:29]=[CH2:30])=[O:26])=[CH:19][CH:18]=2>>[OH:4][C:5]1[CH:6]=[CH:7][C:8]([CH:11]([N:16]2[C:17]3[C:22](=[CH:21][C:20]([C:25]([O:27][CH2:28][CH:29]=[CH2:30])=[O:26])=[CH:19][CH:18]=3)[C:23]([CH3:24])=[C:15]2[CH3:14])[CH3:12])=[CH:9][CH:10]=1. Procedure details: The title compound was prepared following the same general protocol as described in Step 2, Example 1, using 4-(1-bromoethyl)phenyl acetate and allyl 2,3-dimethyl-1H-indole-5-carboxylate.